From a dataset of the Open Reaction Database (ORD), a public repository of structured organic reaction records. describe an organic reaction: reactants, conditions, products, and yield Reactants: CCO, NC1CC1, BrCc1cccc(I)c1. Yields the product Ic1cccc(CNC2CC2)c1. RXN SMILES: [CH3:14][CH2:15][OH:16].[CH:10]1([NH2:13])[CH2:11][CH2:12]1.[I:1][c:2]1[cH:3][c:4]([CH2:5][Br:6])[cH:7][cH:8][cH:9]1>>[I:1][c:2]1[cH:3][c:4]([CH2:5][NH:13][CH:10]2[CH2:11][CH2:12]2)[cH:7][cH:8][cH:9]1. Reactants: N1=CC(=CC=C1)B(O)O (pyridine-3-boronic acid), ClC1=NC=CC(=N1)Cl (2,4-dichloropyrimidine), C([O-])([O-])=O.[Na+].[Na+] (sodium carbonate). Reagents/catalysts: [Pd](Cl)Cl.C1(=CC=CC=C1)P(C1=CC=CC=C1)[C-]1C=CC=C1.[C-]1(C=CC=C1)P(C1=CC=CC=C1)C1=CC=CC=C1.[Fe+2] (Bis(diphenylphosphino)ferrocene Palladium(II)chloride). Run in O1CCCC1 (tetrahydrofuran), O (water). Run at temperature 60 celsius. The product is ClC1=NC=CC(=N1)C=1C=NC=CC1 (2-chloro-4-(3-pyridyl)pyrimidine). RXN SMILES: [Cl:1][C:2]1[N:7]=[C:6](Cl)[CH:5]=[CH:4][N:3]=1.[N:9]1[CH:14]=[CH:13][CH:12]=[C:11](B(O)O)[CH:10]=1.C(=O)([O-])[O-].[Na+].[Na+]>O1CCCC1.O.[Pd](Cl)Cl.C1(P([C-]2C=CC=C2)C2C=CC=CC=2)C=CC=CC=1.[C-]1(P(C2C=CC=CC=2)C2C=CC=CC=2)C=CC=C1.[Fe+2]>[Cl:1][C:2]1[N:7]=[C:6]([C:11]2[CH:10]=[N:9][CH:14]=[CH:13][CH:12]=2)[CH:5]=[CH:4][N:3]=1 |f:2.3.4,7.8.9.10|. Procedure: Nitrogen was bubbled through a solution of 2,4-dichloropyrimidine (1 eq) in tetrahydrofuran and water (3:1) for 0.5 h. Bis(diphenylphosphino)ferrocene Palladium(II)chloride (0.05 eq) followed by pyridine-3-boronic acid (1 eq) and sodium carbonate (3 eq) was added and the mixture was heated to 60° C. for 16 h under nitrogen. The reaction mixture was concentrated and partitioned between ethyl acetate and water. The organic layer was washed with brine and dried with sodium sulfate and concentrated.... Starting materials: ClCCCBr, CN(C)C=O, [H-], [Na+], COc1ccc(Cn2c(=O)[nH]c3ccccc3c2=O)cc1. Yields the product COc1ccc(Cn2c(=O)c3ccccc3n(CCCCl)c2=O)cc1. Reaction SMILES: [Br:24][CH2:25][CH2:26][CH2:27][Cl:28].[CH3:29][N:30]([CH3:31])[CH:32]=[O:33].[H-:1].[Na+:2].[O:3]=[c:4]1[nH:5][c:6]2[cH:7][cH:8][cH:9][cH:10][c:11]2[c:12](=[O:23])[n:13]1[CH2:14][c:15]1[cH:16][cH:17][c:18]([O:21][CH3:22])[cH:19][cH:20]1>>[O:3]=[c:4]1[n:5]([CH2:25][CH2:26][CH2:27][Cl:28])[c:6]2[cH:7][cH:8][cH:9][cH:10][c:11]2[c:12](=[O:23])[n:13]1[CH2:14][c:15]1[cH:16][cH:17][c:18]([O:21][CH3:22])[cH:19][cH:20]1. Starting materials: [Cl-].[NH4+] (ammonium chloride), [Cl-].COC[P+](C1=CC=CC=C1)(C1=CC=CC=C1)C1=CC=CC=C1 (methoxymethyltriphenylphosphonium chloride), [H-].[Na+] (NaH), FC=1C=CC(=C(C=O)C1)OC (5-fluoro-2-methoxybenzaldehyde), OS(=O)(=O)O (H2SO4). Run in CC(=O)C (acetone), C1CCOC1 (THF). Conditions: temperature 0 celsius, time 12 hour. Yields the product FC=1C=CC(=C(C1)CC=O)OC (5-Fluoro-2-methoxyphenylacetaldehyde). Isolated yield 60.2%. Reaction SMILES: [Cl-].[CH3:2][O:3]C[P+](C1C=CC=CC=1)(C1C=CC=CC=1)C1C=CC=CC=1.[H-].[Na+].[F:26][C:27]1[CH:28]=[CH:29][C:30]([O:35][CH3:36])=[C:31]([CH:34]=1)[CH:32]=O.[Cl-].[NH4+].OS(O)(=O)=O>C1COCC1.CC(C)=O>[F:26][C:27]1[CH:28]=[CH:29][C:30]([O:35][CH3:36])=[C:31]([CH2:32][CH:2]=[O:3])[CH:34]=1 |f:0.1,2.3,5.6|. Procedure: To a suspension of methoxymethyltriphenylphosphonium chloride (10.0 g, 30.0 mmol) in THF (30 mL) under Ar was added NaH (60% in mineral oil, 1.2 g, 30 mmol) and then heated to reflux for 1 h. The orange colored suspension was cooled to 0° C. and 5-fluoro-2-methoxybenzaldehyde (4.2 g, 26.0 mmol) was added and the mixture was stirred for 12 h at room temperature. The reaction mixture was then poured into a separatory funnel containing ammonium chloride aqueous solution (sat. NH4Cl/H2O, 1:1, v:v, 1... Starting materials: CC1=CC2=C(OC(C3=C2C=CC=C3)(C)C)C=C1O (2,6,6-trimethyl3-hydroxy-6H-dibenzo-[b,d]-pyran), [OH-].[Na+] (sodium hydroxide), [OH-].C(C1=CC=CC=C1)[N+](C)(C)C (benzyl trimethylammonium hydroxide), ice water, hemihydrate, S(O)(O)(=O)=O (sulfuric acid), C(#CC(=O)OC)C(=O)OC (dimethyl acetylene-dicarboxylate), solution, Cl (hydrochloric acid). Run in O1CCOCC1 (dioxane), O (water). Conditions: temperature 80 celsius, time 1 day. Yields the product C(=O)(O)C=1OC2=C(C(C1)=O)C1=C(C=C2C)C2=C(C(O1)(C)C)C=C(C=C2)S(=O)(=O)O (2-Carboxy-4-oxo-6,6,12-trimethyl-8-sulfo-4H,6H-[2]-benzopyrano-[3,4-f]-[1]-benzopyran). Reaction SMILES: [CH3:1][C:2]1[C:17]([OH:18])=[CH:16][C:5]2[O:6][C:7]([CH3:15])([CH3:14])[C:8]3[CH:13]=[CH:12][CH:11]=[CH:10][C:9]=3[C:4]=2[CH:3]=1.[C:19]([C:25]([O:27]C)=O)#[C:20][C:21]([O:23]C)=[O:22].[OH-].C([N+](C)(C)C)C1C=CC=CC=1.[OH-].[Na+].Cl.[S:44](=O)(=[O:47])([OH:46])[OH:45]>O1CCOCC1.O>[C:21]([C:20]1[O:18][C:17]2[C:2]([CH3:1])=[CH:3][C:4]3[C:9]4[CH:10]=[CH:11][C:12]([S:44]([OH:47])(=[O:46])=[O:45])=[CH:13][C:8]=4[C:7]([CH3:15])([CH3:14])[O:6][C:5]=3[C:16]=2[C:25](=[O:27])[CH:19]=1)([OH:23])=[O:22] |f:2.3,4.5|. Procedure details: A solution of 17 gm (0.07 mol) of 2,6,6-trimethyl3-hydroxy-6H-dibenzo-[b,d]-pyran and 14.2 gm (0.1 mol) of dimethyl acetylene-dicarboxylate in 40 ml of dioxane was admixed with a 40% solution of benzyl trimethylammonium hydroxide in water. The mixed solution was heated at 80° C for 30 minutes, cooled, admixed with 50 ml of 5 N sodium hydroxide and again heated for 1 hour at 80° C. Then, the reaction mixture was cooled, acidified with concentrated hydrochloric acid and extracted with ether. The e... Starting materials: CCOC(=O)CCN(C)C(=O)c1ccc(NC(CC(C)C)c2cc(-c3ccc(OC)nc3)oc2C)cc1, CCO, [Li+], C1CCOC1, [OH-]. As a reaction SMILES: [CH3:1][O:2][c:3]1[cH:4][cH:5][c:6](-[c:9]2[cH:10][c:11]([CH:15]([CH2:16][CH:17]([CH3:18])[CH3:19])[NH:20][c:21]3[cH:22][cH:23][c:24]([C:27](=[O:28])[N:29]([CH2:30][CH2:31][C:32](=[O:33])[O:34][CH2:35][CH3:36])[CH3:37])[cH:25][cH:26]3)[c:12]([CH3:14])[o:13]2)[cH:7][n:8]1.[CH3:45][CH2:46][OH:47].[Li+:43].[O:38]1[CH2:39][CH2:40][CH2:41][CH2:42]1.[OH-:44]>>[CH3:1][O:2][c:3]1[cH:4][cH:5][c:6](-[c:9]2[cH:10][c:11]([CH:15]([CH2:16][CH:17]([CH3:18])[CH3:19])[NH:20][c:21]3[cH:22][cH:23][c:24]([C:27](=[O:28])[N:29]([CH2:30][CH2:31][C:32](=[O:33])[OH:34])[CH3:37])[cH:25][cH:26]3)[c:12]([CH3:14])[o:13]2)[cH:7][n:8]1. Product: COc1ccc(-c2cc(C(CC(C)C)Nc3ccc(C(=O)N(C)CCC(=O)O)cc3)c(C)o2)cn1. Reactants: COC1=C(C(=O)OC)C=C(C=C1)C(C)=O (Methyl 2-methoxy-5-acetylbenzoate), Cl (HCl). Run in C(C)(=O)O (acetic acid). Yields the product COC1=C(C(=O)O)C=C(C=C1)C(C)=O (2-Methoxy-5-acetylbenzoic acid). Reaction SMILES: [CH3:1][O:2][C:3]1[CH:12]=[CH:11][C:10]([C:13](=[O:15])[CH3:14])=[CH:9][C:4]=1[C:5]([O:7]C)=[O:6].Cl>C(O)(=O)C>[CH3:1][O:2][C:3]1[CH:12]=[CH:11][C:10]([C:13](=[O:15])[CH3:14])=[CH:9][C:4]=1[C:5]([OH:7])=[O:6]. Reported procedure: Methyl 2-methoxy-5-acetylbenzoate (Step A, 3 g, 14.4 mmol) was dissolved in acetic acid (80 ml) and then treated with c HCl (28 ml). The reaction mixture was refluxed for 4 hours, concentrated under reduced pressure and lyophilized to provide the title compound as cream color solid, which was used without further purification. The reactants are FC(C(=O)O)(F)F (trifluoroacetic acid), C(C#C)OCCN1C=NC=2C(=NC=3C=CC=CC3C21)N (1-[2-(2-propynyloxy)ethyl]-1H-imidazo[4,5-c]quinolin-4-amine), CN(C=O)C (N,N-dimethylformamide), C([O-])([O-])=O.[K+].[K+] (potassium carbonate). The reagents and catalysts are Cl[Pd]([P](C1=CC=CC=C1)(C2=CC=CC=C2)C3=CC=CC=C3)([P](C4=CC=CC=C4)(C5=CC=CC=C5)C6=CC=CC=C6)Cl (dichlorobis(triphenylphosphine)palladium(II)), [Cu]I (copper(I) iodide). The solvent is C(C)#N.O (acetonitrile water). Reaction conditions: temperature 85 celsius, time 0.5 hour. The product is C1(=CC=CC=C1)C#CCOCCN1C=NC=2C(=NC=3C=CC=CC3C21)N (1-{2-[(3-phenyl-2-propynyl)oxy]ethyl}-1H-imidazo[4,5-c]quinolin-4-amine). As a reaction SMILES: [CH2:1]([O:4][CH2:5][CH2:6][N:7]1[C:19]2[C:18]3[CH:17]=[CH:16][CH:15]=[CH:14][C:13]=3[N:12]=[C:11]([NH2:20])[C:10]=2[N:9]=[CH:8]1)[C:2]#[CH:3].CN(C)C=O.C(=O)([O-])[O-].[K+].[K+].F[C:33](F)(F)[C:34](O)=O>Cl[Pd](Cl)([P](C1C=CC=CC=1)(C1C=CC=CC=1)C1C=CC=CC=1)[P](C1C=CC=CC=1)(C1C=CC=CC=1)C1C=CC=CC=1.[Cu]I.C(#N)C.O>[C:34]1([C:3]#[C:2][CH2:1][O:4][CH2:5][CH2:6][N:7]2[C:19]3[C:18]4[CH:17]=[CH:16][CH:15]=[CH:14][C:13]=4[N:12]=[C:11]([NH2:20])[C:10]=3[N:9]=[CH:8]2)[CH:33]=[CH:18][CH:19]=[CH:10][CH:11]=1 |f:2.3.4,8.9,^1:41,60|. Reported procedure: Under a nitrogen atmosphere, a mixture of 1-[2-(2-propynyloxy)ethyl]-1H-imidazo[4,5-c]quinolin-4-amine (10 g, 37.6 mmol), anhydrous N,N-dimethylformamide (150 mL) and potassium carbonate (6.23 g, 45.1 mmol) was heated to 70° C. lodobenzene (4.43 mL, 39.5 mmol), dichlorobis(triphenylphosphine)palladium(II) (0.53 g, 0.75 mol), and copper(I) iodide (0.29 g, 1.50 mmol) were added and the mixture was allowed to stir for 0.5 hour. The temperature was raised to about 85° C. After 1.5 hours analysis by ...